Dataset: the Open Reaction Database (ORD), a public repository of structured organic reaction records. Task: describe an organic reaction: reactants, conditions, products, and yield Reactants: O=C([O-])[O-], C1COCCN1, CN(C)C=O, Cc1c(SCCCl)cc[n+]([O-])c1C, [I-], [K+], [K+], [K+], Cc1ccccc1. Product: Cc1c(SCCN2CCOCC2)cc[n+]([O-])c1C. As a reaction SMILES: [C:14](=[O:15])([O-:16])[O-:17].[CH2:22]1[CH2:23][O:24][CH2:25][CH2:26][NH:27]1.[CH3:35][N:36]([CH3:37])[CH:38]=[O:39].[Cl:1][CH2:2][CH2:3][S:4][c:5]1[c:6]([CH3:13])[c:7]([CH3:12])[n+:8]([O-:11])[cH:9][cH:10]1.[I-:21].[K+:18].[K+:19].[K+:20].[c:28]1([CH3:29])[cH:30][cH:31][cH:32][cH:33][cH:34]1>>[CH2:2]([CH2:3][S:4][c:5]1[c:6]([CH3:13])[c:7]([CH3:12])[n+:8]([O-:11])[cH:9][cH:10]1)[N:27]1[CH2:22][CH2:23][O:24][CH2:25][CH2:26]1. Starting materials: COc1ccc2c(OCc3nnc4ccc(-c5ccc(C(=O)O)s5)nn34)ccnc2c1, ClCCl, CN(C)C=O, O=S(Cl)Cl. The product is COc1ccc2c(OCc3nnc4ccc(-c5ccc(C(=O)Cl)s5)nn34)ccnc2c1. As a reaction SMILES: [CH3:1][O:2][c:3]1[cH:4][cH:5][c:6]2[c:7]([O:13][CH2:14][c:15]3[n:16][n:17][c:18]4[n:19]3[n:20][c:21](-[c:24]3[cH:25][cH:26][c:27]([C:29](=[O:30])[OH:31])[s:28]3)[cH:22][cH:23]4)[cH:8][cH:9][n:10][c:11]2[cH:12]1.[Cl:41][CH2:42][Cl:43].[O:36]=[CH:37][N:38]([CH3:39])[CH3:40].[S:32]([Cl:33])([Cl:34])=[O:35]>>[CH3:1][O:2][c:3]1[cH:4][cH:5][c:6]2[c:7]([O:13][CH2:14][c:15]3[n:16][n:17][c:18]4[n:19]3[n:20][c:21](-[c:24]3[cH:25][cH:26][c:27]([C:29](=[O:31])[Cl:34])[s:28]3)[cH:22][cH:23]4)[cH:8][cH:9][n:10][c:11]2[cH:12]1. Starting materials: C(C)(C)(C)C1=C(C(C=O)=CC(=C1)C(C)(C)C)O (3,5-Di-tert-butylsalicylaldehyde), N[C@H]1[C@@H](CCCC1)N (Rac-trans-1,2-diaminocyclohexane), O (water). Solvent: C(C)O (ethanol). The product is C(C)(C)(C)C1=C(C(CNC2C(CCCC2)NCC=2C(O)=C(C=C(C2)C(C)(C)C)C(C)(C)C)=CC(=C1)C(C)(C)C)O (rac-1,2-bis(3,5-di-tert-butylsalicylamino)cyclohexane). Isolated yield 94.0%. As a reaction SMILES: [NH2:1][C@@H:2]1[CH2:7][CH2:6][CH2:5][CH2:4][C@H:3]1[NH2:8].[C:9]([C:13]1[CH:20]=[C:19]([C:21]([CH3:24])([CH3:23])[CH3:22])[CH:18]=[C:15]([CH:16]=O)[C:14]=1[OH:25])([CH3:12])([CH3:11])[CH3:10].[OH2:26]>C(O)C>[C:9]([C:13]1[CH:20]=[C:19]([C:21]([CH3:24])([CH3:23])[CH3:22])[CH:18]=[C:15]([CH2:16][NH:1][CH:2]2[CH2:7][CH2:6][CH2:5][CH2:4][CH:3]2[NH:8][CH2:16][C:15]2[C:18](=[C:19]([C:21]([CH3:24])([CH3:23])[CH3:22])[CH:20]=[C:13]([C:9]([CH3:11])([CH3:10])[CH3:12])[CH:14]=2)[OH:26])[C:14]=1[OH:25])([CH3:12])([CH3:11])[CH3:10]. Reported procedure: Rac-trans-1,2-diaminocyclohexane (6.09 g, 53 mmol) was dissolved in 300 ml of ethanol and placed in a three-necked flask fitted with a mechanical stirrer. 3,5-Di-tert-butylsalicylaldehyde (25.0 g, 107 mmol) was then added. The mixture was subsequently refluxed for one hour, forming a red suspention. After cooling, about 100 ml of water were added dropwise while stirring. The precipitate formed was filtered off and washed with a small portion of 95% strength ethanol, giving 29.8 g of crude produc...